Task: describe an organic reaction: reactants, conditions, products, and yield. Dataset: the Open Reaction Database (ORD), a public repository of structured organic reaction records Starting materials: Cc1ccc2ccccc2c1Br, C1CCOC1, CCCCCC, C[Sn](C)(C)Br, O. Product: Cc1ccc2ccccc2c1[Sn](C)(C)C. As a reaction SMILES: [Br:1][c:2]1[c:3]([CH3:12])[cH:4][cH:5][c:6]2[cH:7][cH:8][cH:9][cH:10][c:11]12.[CH2:25]1[O:26][CH2:27][CH2:28][CH2:29]1.[CH3:13][CH2:14][CH2:15][CH2:16][CH2:17][CH3:18].[CH3:19][Sn:20]([CH3:21])([CH3:22])[Br:23].[OH2:24]>>[c:2]1([Sn:20]([CH3:19])([CH3:21])[CH3:22])[c:3]([CH3:12])[cH:4][cH:5][c:6]2[cH:7][cH:8][cH:9][cH:10][c:11]12. Reactants: C(C)(C)(C)OC(=O)N1CCC(CC1)OC1=NC=NC(=C1)N1CCC2=CC(=CC=C12)S(=O)(=O)C (4-[6-(5-Methanesulfonyl-2,3-dihydro-indol-1-yl)-pyrimidin-4-yloxy]-piperidine-1-carboxylic acid tert-butyl ester), C1=CC=C(C=C1)S(=O)(=O)N(F)S(=O)(=O)C2=CC=CC=C2 (N-fluorobenzenesulfonimide). Run in ClCCCl (DCE). Conditions: temperature 75 celsius, time 2 day. Yields the product C(C)(C)(C)OC(=O)N1CCC(CC1)OC1=NC=NC(=C1F)N1CCC2=CC(=CC=C12)S(=O)(=O)C (4-[5-Fluoro-6-(5-methanesulfonyl-2,3-dihydro-indol-1-yl)-pyrimidin-4-yloxy]-piperidine-1-carboxylic acid tert-butyl ester). RXN SMILES: [C:1]([O:5][C:6]([N:8]1[CH2:13][CH2:12][CH:11]([O:14][C:15]2[CH:20]=[C:19]([N:21]3[C:29]4[C:24](=[CH:25][C:26]([S:30]([CH3:33])(=[O:32])=[O:31])=[CH:27][CH:28]=4)[CH2:23][CH2:22]3)[N:18]=[CH:17][N:16]=2)[CH2:10][CH2:9]1)=[O:7])([CH3:4])([CH3:3])[CH3:2].C1C=CC(S(N(S(C2C=CC=CC=2)(=O)=O)[F:44])(=O)=O)=CC=1>ClCCCl>[C:1]([O:5][C:6]([N:8]1[CH2:9][CH2:10][CH:11]([O:14][C:15]2[C:20]([F:44])=[C:19]([N:21]3[C:29]4[C:24](=[CH:25][C:26]([S:30]([CH3:33])(=[O:31])=[O:32])=[CH:27][CH:28]=4)[CH2:23][CH2:22]3)[N:18]=[CH:17][N:16]=2)[CH2:12][CH2:13]1)=[O:7])([CH3:4])([CH3:3])[CH3:2]. Reported procedure: 4a (43 mg, 0.09 mmol) was dissolved in 1 mL of DCE with N-fluorobenzenesulfonimide (62 mg, 0.2 mmol). The mixture was stirred for 2 days at 75° C. then the solvent was evaporated under vacuum. The crude material was dissolved in 20% of DCM in methanol and purified by preparative HPLC to give 13-1; LCMS 493.1 (MH+), tR=5.21 (Method 5). EC50: 382 nM.